The task is: describe an organic reaction: reactants, conditions, products, and yield. This data is from the Open Reaction Database (ORD), a public repository of structured organic reaction records. The reactants are ClC=1C=CC=2N(N1)C(=CN2)CC=2C(=C1C=CC=NC1=CC2F)F (6-(6-Chloro-imidazo[1,2-b]pyridazin-3-ylmethyl)-5,7-difluoro-quinoline), O1C(CCCC1)OCCN1N=CC(=C1)B1OC(C(O1)(C)C)(C)C (1-[2-(tetrahydro-pyran-2-yloxy)-ethyl]-4-(4,4,5,5-tetramethyl-[1,3,2]dioxaborolan-2-yl)-1H-pyrazole), C(=O)([O-])[O-].[Na+].[Na+] (Na2CO3), COCCOC (DME). The reagents and catalysts are [Pd].C1(=CC=CC=C1)P(C1=CC=CC=C1)C1=CC=CC=C1.C1(=CC=CC=C1)P(C1=CC=CC=C1)C1=CC=CC=C1.C1(=CC=CC=C1)P(C1=CC=CC=C1)C1=CC=CC=C1.C1(=CC=CC=C1)P(C1=CC=CC=C1)C1=CC=CC=C1 (tetrakis-(triphenylphosphine)-palladium). Solvent: CCOC(=O)C (EtOAc). Run at temperature 150 celsius. Product: FC1=C2C=CC=NC2=CC(=C1CC1=CN=C2N1N=C(C=C2)C=2C=NN(C2)CCOC2OCCCC2)F (5,7-Difluoro-6-(6-{1-[2-(tetrahydro-pyran-2-yloxy)-ethyl]-1H-pyrazol-4-yl}-imidazo[1,2-b]pyridazin-3-ylmethyl)-quinoline). Reaction SMILES: Cl[C:2]1[CH:3]=[CH:4][C:5]2[N:6]([C:8]([CH2:11][C:12]3[C:13]([F:23])=[C:14]4[C:19](=[CH:20][C:21]=3[F:22])[N:18]=[CH:17][CH:16]=[CH:15]4)=[CH:9][N:10]=2)[N:7]=1.[O:24]1[CH2:29][CH2:28][CH2:27][CH2:26][CH:25]1[O:30][CH2:31][CH2:32][N:33]1[CH:37]=[C:36](B2OC(C)(C)C(C)(C)O2)[CH:35]=[N:34]1.C([O-])([O-])=O.[Na+].[Na+].COCCOC>[Pd].C1(P(C2C=CC=CC=2)C2C=CC=CC=2)C=CC=CC=1.C1(P(C2C=CC=CC=2)C2C=CC=CC=2)C=CC=CC=1.C1(P(C2C=CC=CC=2)C2C=CC=CC=2)C=CC=CC=1.C1(P(C2C=CC=CC=2)C2C=CC=CC=2)C=CC=CC=1.CCOC(C)=O>[F:23][C:13]1[C:12]([CH2:11][C:8]2[N:6]3[N:7]=[C:2]([C:36]4[CH:35]=[N:34][N:33]([CH2:32][CH2:31][O:30][CH:25]5[CH2:26][CH2:27][CH2:28][CH2:29][O:24]5)[CH:37]=4)[CH:3]=[CH:4][C:5]3=[N:10][CH:9]=2)=[C:21]([F:22])[CH:20]=[C:19]2[C:14]=1[CH:15]=[CH:16][CH:17]=[N:18]2 |f:2.3.4,6.7.8.9.10|. Procedure: 6-(6-Chloro-imidazo[1,2-b]pyridazin-3-ylmethyl)-5,7-difluoro-quinoline (Stage 171.2, 90 mg, 0.272 mmol) was introduced in a microwave reactor together with 1-[2-(tetrahydro-pyran-2-yloxy)-ethyl]-4-(4,4,5,5-tetramethyl-[1,3,2]dioxaborolan-2-yl)-1H-pyrazole (Stage 171.4, 88 mg, 0.272 mmol), tetrakis-(triphenylphosphine)-palladium (15.72 mg), 2 M Na2CO3 (0.490 mL) and DME (0.9 mL). The mixture was heated at 150° C. under microwave irradiation for 30 min. The RM was taken up with EtOAc and washed wi... The reactants are [C@@H]1([C@H](O)[C@@H](O)[C@@H](O)[C@H](O1)CO)O[C@@H]1[C@H]([C@@H](OC2=CC=C(C=C2)N)O[C@@H]([C@@H]1O)CO)O (p-aminophenyl 3-O-β-D-galactopyranosyl-α-D-galactopyranoside), C(=O)(O)[O-].[Na+] (NaHCO3), O (H2O). The solvent is O.CC#N (H2O CH3CN). Run at time 1 hour. The product is O[C@@H]1[C@H](O)[C@@H](O)[C@@H](O)[C@H](O1)CO (αGal). Yield: 102.1%. Reaction SMILES: [C@@H:1]1([O:12][C@H]2[C@@H](O)[C@@H](CO)O[C@H](OC3C=CC(N)=CC=3)[C@@H]2O)[O:9][C@H:8]([CH2:10][OH:11])[C@H:6]([OH:7])[C@H:4]([OH:5])[C@H:2]1[OH:3].C([O-])(O)=O.[Na+].O>O.CC#N>[OH:12][C@H:1]1[O:9][C@H:8]([CH2:10][OH:11])[C@H:6]([OH:7])[C@H:4]([OH:5])[C@H:2]1[OH:3] |f:1.2,4.5|. Procedure details: A mixture of p-aminophenyl 3-O-α-D-galactopyranosyl-α-D-galactopyranoside 22 (11 mg, 0.025 mmol), tetrameric platform 28, and NaHCO3 (3 mg, 0.030 mmol) in 0.15 mL of H2O/CH3CN (1:1) was slightly shaken for 1 h. After addition of 0.15 mL of H2O, the reaction mixture was set at room temperature for 2 d and purified on reversed phase HPLC column eluted at 1 mL/min with a gradient of acetonitrile-water (0 to 30%) over 15 minutes to yield 41 (4.6 mg, 40%) as a white solid: MS (ESI): m/e (M/2+1) Calcd... Reactants: CC(=O)O, FC(F)(F)c1cccc(OC2CCC3(CC2)OCCO3)c1, O. Product: O=C1CCC(Oc2cccc(C(F)(F)F)c2)CC1. RXN SMILES: [CH3:23][C:24](=[O:25])[OH:26].[F:1][C:2]([c:3]1[cH:4][c:5]([O:6][CH:7]2[CH2:8][CH2:9][C:10]3([O:11][CH2:14][CH2:13][O:12]3)[CH2:15][CH2:16]2)[cH:17][cH:18][cH:19]1)([F:20])[F:21].[OH2:22]>>[F:1][C:2]([c:3]1[cH:4][c:5]([O:6][CH:7]2[CH2:8][CH2:9][C:10](=[O:11])[CH2:15][CH2:16]2)[cH:17][cH:18][cH:19]1)([F:20])[F:21]. Product: FC=1C=C(CN2C(C(=CC=C2)C(=O)NCC=2C=C(C=CC2)C2=CNC3=NC=C(C=C32)C(=O)O)=O)C=CC1F (3-[3-({[1-(3,4-Difluoro-benzyl)-2-oxo-1,2-dihydro-pyridine-3-carbonyl]-amino}-methyl)-phenyl]-1H-pyrrolo[2,3-b]pyridine-5-carboxylic acid). Reaction SMILES: C(C1C=C2C(C3C=C(C=CC=3)CNC(C3C(=O)N(CC4C=CC(F)=C(F)C=4)C=CC=3)=O)=CNC2=NC=1)#N.[F:38][C:39]1[CH:40]=[C:41]([CH:63]=[CH:64][C:65]=1[F:66])[CH2:42][N:43]1[CH:48]=[CH:47][CH:46]=[C:45]([C:49]([NH:51][CH2:52][C:53]2[CH:54]=[C:55](B(O)O)[CH:56]=[CH:57][CH:58]=2)=[O:50])[C:44]1=[O:62].[B].C[O:69][C:70]([C:72]1[CH:73]=[C:74]2[CH:80]=[CH:79][NH:78][C:75]2=[N:76][CH:77]=1)=[O:71]>>[F:38][C:39]1[CH:40]=[C:41]([CH:63]=[CH:64][C:65]=1[F:66])[CH2:42][N:43]1[CH:48]=[CH:47][CH:46]=[C:45]([C:49]([NH:51][CH2:52][C:53]2[CH:54]=[C:55]([C:80]3[C:74]4[C:75](=[N:76][CH:77]=[C:72]([C:70]([OH:71])=[O:69])[CH:73]=4)[NH:78][CH:79]=3)[CH:56]=[CH:57][CH:58]=2)=[O:50])[C:44]1=[O:62]. Reported procedure: Except where indicated, 3-[3-({[1-(3,4-Difluoro-benzyl)-2-oxo-1,2-dihydro-pyridine-3-carbonyl]-amino}-methyl)-phenyl]-1H-pyrrolo[2,3-b]pyridine-5-carboxylic acid was synthesized as per Example 68, 1-(3,4-Difluoro-benzyl)-2-oxo-1,2-dihydro-pyridine-3-carboxylic acid 3-(5-cyano-1H-pyrrolo[2,3-b]pyridin-3-yl)-benzylamide using 3-({[1-(3,4-Difluoro-benzyl)-2-oxo-1,2-dihydro-pyridine-3-carbonyl]-amino}-methyl)-phenylboronic acid as activated boron species and 1H-Pyrrolo[2,3-b]pyridine-5-carboxylic ac... Reactants: C(#N)C=1C=C2C(=NC1)NC=C2C=2C=C(CNC(=O)C=1C(N(C=CC1)CC1=CC(=C(C=C1)F)F)=O)C=CC2 (1-(3,4-Difluoro-benzyl)-2-oxo-1,2-dihydro-pyridine-3-carboxylic acid 3-(5-cyano-1H-pyrrolo[2,3-b]pyridin-3-yl)-benzylamide), COC(=O)C=1C=C2C(=NC1)NC=C2 (1H-Pyrrolo[2,3-b]pyridine-5-carboxylic acid methyl ester), substituted bicyclic heterocycle, FC=1C=C(CN2C(C(=CC=C2)C(=O)NCC=2C=C(C=CC2)B(O)O)=O)C=CC1F (3-({[1-(3,4-Difluoro-benzyl)-2-oxo-1,2-dihydro-pyridine-3-carbonyl]-amino}-methyl)-phenylboronic acid), [B] (boron). Reactants: C(CCCCCCC)C=1C=CC(=NC1)C1=CC=C(C=C1)O (p-(5-octyl-2-pyridyl)-phenol), C[C@H](CCCCCBr)CC ((S)-6-methyloctyl bromide), C([O-])([O-])=O.[K+].[K+] (potassium carbonate), [I-].[Na+] (sodium iodide). Solvent: C(C)O (ethanol). Reaction conditions: temperature -25 celsius. Yields the product C[C@H](CCCCCOC1=CC=C(C=C1)C1=NC=C(C=C1)CCCCCCCC)CC ((S)-2-[p-(6-methyloctyloxy)phenyl]-5-octylpyridine). The yield is 23.8%. As a reaction SMILES: [CH2:1]([C:9]1[CH:10]=[CH:11][C:12]([C:15]2[CH:20]=[CH:19][C:18]([OH:21])=[CH:17][CH:16]=2)=[N:13][CH:14]=1)[CH2:2][CH2:3][CH2:4][CH2:5][CH2:6][CH2:7][CH3:8].[CH3:22][C@@H:23]([CH2:30][CH3:31])[CH2:24][CH2:25][CH2:26][CH2:27][CH2:28]Br.C(=O)([O-])[O-].[K+].[K+].[I-].[Na+]>C(O)C>[CH3:22][C@@H:23]([CH2:30][CH3:31])[CH2:24][CH2:25][CH2:26][CH2:27][CH2:28][O:21][C:18]1[CH:19]=[CH:20][C:15]([C:12]2[CH:11]=[CH:10][C:9]([CH2:1][CH2:2][CH2:3][CH2:4][CH2:5][CH2:6][CH2:7][CH3:8])=[CH:14][N:13]=2)=[CH:16][CH:17]=1 |f:2.3.4,5.6|. Reported procedure: A mixture of 0.355 g of crude p-(5-octyl-2-pyridyl)-phenol, 10 ml of ethanol, 0.260 g of (S)-6-methyloctyl bromide, 0.172 g of potassium carbonate and a spatula tip of sodium iodide was heated to 90° C. (oil bath temperature) for about 60 hours while stirring. The brown suspension obtained was subsequently cooled and concentrated in a vacuum. The brown oily residue was separated by chromatography on 120 g of silica gel at 0.4 bar with methylene chloride/acetone (vol. 99:1). The resulting brownis... The reactants are C1(=CC=CC=C1)C1CCN(CC1)CCCCO (4-(4-phenylpiperidino)-1-butanol), C(C1=CC=CC=C1)OC1=CC=C(C=C1)C1=CC(=NC(=N1)C)Cl (6-(4-benzyloxyphenyl)-4-chloro-2-methylpyrimidine). Product: Cl.OC1=CC=C(C=C1)C1=NC(=NC(=C1)OCCCCN1CCC(CC1)C1=CC=CC=C1)C (4-(4-Hydroxyphenyl)-2-methyl-6-[4-(4-phenylpiperidino)-butoxy]pyrimidine hydrochloride). RXN SMILES: [C:1]1([CH:7]2[CH2:12][CH2:11][N:10]([CH2:13][CH2:14][CH2:15][CH2:16][OH:17])[CH2:9][CH2:8]2)[CH:6]=[CH:5][CH:4]=[CH:3][CH:2]=1.C([O:25][C:26]1[CH:31]=[CH:30][C:29]([C:32]2[N:37]=[C:36]([CH3:38])[N:35]=[C:34]([Cl:39])[CH:33]=2)=[CH:28][CH:27]=1)C1C=CC=CC=1>>[ClH:39].[OH:25][C:26]1[CH:27]=[CH:28][C:29]([C:32]2[CH:33]=[C:34]([O:17][CH2:16][CH2:15][CH2:14][CH2:13][N:10]3[CH2:9][CH2:8][CH:7]([C:1]4[CH:2]=[CH:3][CH:4]=[CH:5][CH:6]=4)[CH2:12][CH2:11]3)[N:35]=[C:36]([CH3:38])[N:37]=2)=[CH:30][CH:31]=1 |f:2.3|. Reported procedure: Using 4-(4-phenylpiperidino)-1-butanol and 6-(4-benzyloxyphenyl)-4-chloro-2-methylpyrimidine, the procedure of Reference Example 25, which appears hereinafter, was otherwise followed to provide the title compound. m.p. 182-183° C. The reactants are ClC1=C(C(=O)NC=2C=CC=C3C(=C(C=NC23)COC)OC(C2=C(C=CC=C2Cl)Cl)=O)C(=CC=C1)Cl (8-(2,6-dichlorobenzoylamino)-4-(2,6-dichlorobenzoyloxy)-3-methoxymethylquinoline). The solvent is C(C)O (ethanol), [OH-].[Na+] (sodium hydroxide). Run at temperature 90 celsius, time 2 hour. The product is ClC1=C(C(=O)NC=2C=CC=C3C(C(=CNC23)COC)=O)C(=CC=C1)Cl (8-(2,6-dichlorobenzoylamino)-1,4-dihydro-3-methoxymethyl-4-oxoquinoline). Yield: 101.9%. Reaction SMILES: [Cl:1][C:2]1[CH:34]=[CH:33][CH:32]=[C:31]([Cl:35])[C:3]=1[C:4]([NH:6][C:7]1[CH:8]=[CH:9][CH:10]=[C:11]2[C:16]=1[N:15]=[CH:14][C:13]([CH2:17][O:18][CH3:19])=[C:12]2[O:20]C(=O)C1C(Cl)=CC=CC=1Cl)=[O:5]>C(O)C.[OH-].[Na+]>[Cl:1][C:2]1[CH:34]=[CH:33][CH:32]=[C:31]([Cl:35])[C:3]=1[C:4]([NH:6][C:7]1[CH:8]=[CH:9][CH:10]=[C:11]2[C:16]=1[NH:15][CH:14]=[C:13]([CH2:17][O:18][CH3:19])[C:12]2=[O:20])=[O:5] |f:2.3|. Reported procedure: A suspension of 8-(2,6-dichlorobenzoylamino)-4-(2,6-dichlorobenzoyloxy)-3-methoxymethylquinoline (4.88 g) in ethanol (100 ml) and 1N sodium hydroxide solution (30 ml) was stirred for 2 hours at 90° C. After evaporation, the residue was diluted with water, and the solution was neutralized with 1N hydrochloric acid. The resulting precipitates were collected by filtration and washed with water and diethyl ether to give 8-(2,6-dichlorobenzoylamino)-1,4-dihydro-3-methoxymethyl-4-oxoquinoline (3.41 g)...